Dataset: the Open Reaction Database (ORD), a public repository of structured organic reaction records. Task: describe an organic reaction: reactants, conditions, products, and yield Reactants: ClCC(C(C)C)NC(=O)C1=NSC2=C1C=C(C=C2)N2C(N(C(=CC2=O)C(F)(F)F)C)=O (N-[1-(chloromethyl)-2-methylpropyl]-5-[3,6-dihydro-3-methyl-2,6-dioxo-4-(trifluoromethyl)-1(2H)-pyrimidinyl]-1,2-benzisothiazole-3-carboxamide), [H-].[Na+] (sodium hydride), resultant mixture. Solvent: O1CCCC1 (tetrahydrofuran). Product: C(C)(C)C1N=C(OC1)C1=NSC2=C1C=C(C=C2)N2C(N(C(=CC2=O)C(F)(F)F)C)=O (3-[3-(4-Isopropyl-2-oxazolin-2-yl)-1,2-benzisothiazol-5-yl]-1-methyl-6-(trifluoromethyl)uracil). Reaction SMILES: Cl[CH2:2][CH:3]([NH:7][C:8]([C:10]1[C:14]2[CH:15]=[C:16]([N:19]3[C:24](=[O:25])[CH:23]=[C:22]([C:26]([F:29])([F:28])[F:27])[N:21]([CH3:30])[C:20]3=[O:31])[CH:17]=[CH:18][C:13]=2[S:12][N:11]=1)=[O:9])[CH:4]([CH3:6])[CH3:5].[H-].[Na+]>O1CCCC1>[CH:4]([CH:3]1[CH2:2][O:9][C:8]([C:10]2[C:14]3[CH:15]=[C:16]([N:19]4[C:24](=[O:25])[CH:23]=[C:22]([C:26]([F:28])([F:29])[F:27])[N:21]([CH3:30])[C:20]4=[O:31])[CH:17]=[CH:18][C:13]=3[S:12][N:11]=2)=[N:7]1)([CH3:5])[CH3:6] |f:1.2|. Reported procedure: To a solution of N-[1-(chloromethyl)-2-methylpropyl]-5-[3,6-dihydro-3-methyl-2,6-dioxo-4-(trifluoromethyl)-1(2H)-pyrimidinyl]-1,2-benzisothiazole-3-carboxamide(1.25 g, 2.63 mmol) in anhydrous tetrahydrofuran is added sodium hydride (60% oil dispersion, 0.116 g, 2.90 mmol). The resultant mixture is stirred 1.5 hour at room temperature, quenched with saturated ammonium chloride, diluted with diethyl ether, washed with saturated ammonium chloride and brine, and dried over anhydrous magnesium sulfat... Solvent: CC(=O)C (acetone), C(C)#N (acetonitrile). RXN SMILES: [ClH:1].[NH2:2][N:3]=[C:4]([NH2:8])[N:5]([NH2:7])[NH2:6].[C:9]([O-:12])(=[O:11])[CH3:10].[Na+:13]>CC(C)=O.C(#N)C>[C:9]([O-:12])(=[O:11])[CH3:10].[NH2:2][NH+:3]=[C:4]([NH2:8])[N:5]([NH2:7])[NH2:6].[Cl-:1].[Na+:13] |f:0.1,2.3,6.7,8.9|. Reactants: Cl.NN=C(N(N)N)N (triaminoguanidine hydrochloride), C(C)(=O)[O-].[Na+] (sodium acetate). Procedure: Triaminoguanidinium acetate is synthesized by reacting triaminoguanidine hydrochloride and sodium acetate in acetone or acetonitrile. Sodium chloride is produced as a byproduct of the reaction and is removed, producing the triaminoguanidinium acetate. Yields the product C(C)(=O)[O-].N[NH+]=C(N(N)N)N (Triaminoguanidinium acetate), [Cl-].[Na+] (Sodium chloride). The reactants are C(C)(CC)N1CC(C(CC1)(O)C1=CC=CC=C1)C(C1=CC=CC=C1)=O (1-secondary butyl-3-benzoyl-4-phenyl-4-hydroxypiperidine), [Cl-].[Al+3].[Cl-].[Cl-] (aluminum chloride). Run in C1=CC=CC=C1 (benzene). Yields the product C(C)(CC)N1CCC(CC1)(C1=CC=CC=C1)C1=CC=CC=C1 (1-secondary butyl-4,4-diphenylpiperidine). Reaction SMILES: [CH:1]([N:5]1[CH2:10][CH2:9][C:8]([C:12]2[CH:17]=[CH:16][CH:15]=[CH:14][CH:13]=2)(O)[CH:7](C(=O)C2C=CC=CC=2)[CH2:6]1)([CH2:3][CH3:4])[CH3:2].[Cl-].[Al+3].[Cl-].[Cl-]>C1C=CC=CC=1>[CH:1]([N:5]1[CH2:10][CH2:9][C:8]([C:12]2[CH:17]=[CH:16][CH:15]=[CH:14][CH:13]=2)([C:12]2[CH:17]=[CH:16][CH:15]=[CH:14][CH:13]=2)[CH2:7][CH2:6]1)([CH2:3][CH3:4])[CH3:2] |f:1.2.3.4|. Procedure details: When proceeding as described in Example 2, but replacing 1-methyl-3-benzoyl-4-hydroxy-4-phenylpiperidine (used as starting material in said example) by 1-secondary butyl-3-benzoyl-4-phenyl-4-hydroxypiperidine and reacting 25 g. thereof with benzene in the presence of aluminum chloride, 17 g. of the crude base 1-secondary butyl-4,4-diphenylpiperidine are obtained. The crude base is not purified by distillation in a high vacuum but by adding ether saturated with hydrogen chloride to its solution i... The reactants are B(F)(F)F (boron trifluoride), BrC1=CC=C2C(N(C(=NC2=C1)C1=C(C=C(C=C1)OCCCN1CCCCC1)OC)C)=O (7-Bromo-2-[2-methoxy-4-(3-piperidin-1-ylpropoxy)phenyl]-3-methylquinazolin-4(3H)-one), [OH-].[Na+] (sodium hydroxide). The solvent is C(C)(=O)OCC (ethyl acetate), C(Cl)Cl (CH2Cl2). The product is BrC1=CC=C2C(N(C(=NC2=C1)C1=C(C=C(C=C1)OCCCN1CCCCC1)O)C)=O (7-bromo-2-[2-hydroxy-4-(3-piperidin-1-ylpropoxy)phenyl]-3-methylquinazolin-4(3H)-one). Yield: 25.4%. As a reaction SMILES: [Br:1][C:2]1[CH:11]=[C:10]2[C:5]([C:6](=[O:31])[N:7]([CH3:30])[C:8]([C:12]3[CH:17]=[CH:16][C:15]([O:18][CH2:19][CH2:20][CH2:21][N:22]4[CH2:27][CH2:26][CH2:25][CH2:24][CH2:23]4)=[CH:14][C:13]=3[O:28]C)=[N:9]2)=[CH:4][CH:3]=1.B(F)(F)F.[OH-].[Na+]>C(Cl)Cl.C(OCC)(=O)C>[Br:1][C:2]1[CH:11]=[C:10]2[C:5]([C:6](=[O:31])[N:7]([CH3:30])[C:8]([C:12]3[CH:17]=[CH:16][C:15]([O:18][CH2:19][CH2:20][CH2:21][N:22]4[CH2:27][CH2:26][CH2:25][CH2:24][CH2:23]4)=[CH:14][C:13]=3[OH:28])=[N:9]2)=[CH:4][CH:3]=1 |f:2.3|. Reported procedure: 7-Bromo-2-[2-methoxy-4-(3-piperidin-1-ylpropoxy)phenyl]-3-methylquinazolin-4(3H)-one (38.5 mg, 0.0792 mmol) was dissolved in CH2Cl2 (0.5 mL), stirred with cooling with ice, and boron trifluoride (1.0 M in CH2Cl2, 160 μL) was added thereto. After stirred for 20 hours at room temperature, the reaction solution was diluted with ethyl acetate, and with cooling with ice, it was poured into aqueous 1 N sodium hydroxide solution, and extracted with ethyl acetate. This was washed with saturated saline w... Starting materials: CC(=O)O, Clc1nsc2c1CCCC2, [Na+], [Na+], [Na+], O=[Cr](=O)([O-])O[Cr](=O)(=O)[O-], O=C([O-])O, O=S(=O)(O)O. The product is O=C1CCCc2snc(Cl)c21. RXN SMILES: [CH3:32][C:33](=[O:34])[OH:35].[Cl:12][c:13]1[n:14][s:15][c:16]2[c:17]1[CH2:18][CH2:19][CH2:20][CH2:21]2.[Na+:1].[Na+:27].[Na+:2].[O-:3][Cr:4]([O:5][Cr:6](=[O:7])(=[O:8])[O-:9])(=[O:10])=[O:11].[OH:28][C:29](=[O:30])[O-:31].[S:22]([OH:23])(=[O:24])(=[O:25])[OH:26]>>[Cl:12][c:13]1[n:14][s:15][c:16]2[c:17]1[C:18](=[O:23])[CH2:19][CH2:20][CH2:21]2.